From a dataset of the Open Reaction Database (ORD), a public repository of structured organic reaction records. describe an organic reaction: reactants, conditions, products, and yield Reactants: CCS, COc1cccc2sc(N)nc12. Yields the product Nc1nc2c(O)cccc2s1. Reaction SMILES: [CH2:13]([SH:14])[CH3:15].[NH2:1][c:2]1[s:3][c:4]2[c:5]([n:6]1)[c:7]([O:11][CH3:12])[cH:8][cH:9][cH:10]2>>[NH2:1][c:2]1[s:3][c:4]2[c:5]([n:6]1)[c:7]([OH:11])[cH:8][cH:9][cH:10]2. The reactants are COC1(C(CCCC1)CNC)C=1C=C(C#N)C=CC1 ((+/−)-3-(1-Methoxy-2-methylaminomethyl-cyclohexyl)-benzonitrile), Cl (HCl). Run in CC(C)(C)OC (MTBE). Product: Cl.COC1(C(CCCC1)CNC)C=1C=C(C#N)C=CC1 ((+/−)-3-(1-Methoxy-2-methylaminomethyl-cyclohexyl)-benzonitrile HCl), Cl (HCl). Reaction conditions: time 1 hour. RXN SMILES: [CH3:1][O:2][C:3]1([C:12]2[CH:13]=[C:14]([CH:17]=[CH:18][CH:19]=2)[C:15]#[N:16])[CH2:8][CH2:7][CH2:6][CH2:5][CH:4]1[CH2:9][NH:10][CH3:11].[ClH:20]>CC(OC)(C)C>[ClH:20].[CH3:1][O:2][C:3]1([C:12]2[CH:13]=[C:14]([CH:17]=[CH:18][CH:19]=2)[C:15]#[N:16])[CH2:8][CH2:7][CH2:6][CH2:5][CH:4]1[CH2:9][NH:10][CH3:11].[ClH:20] |f:3.4|. Isolated yield 5774.0%. Procedure details: The HCl salt was prepared as follows. To a 50 mL RBF under argon was charged with (+/−)-3-(1-Methoxy-2-methylaminomethyl-cyclohexyl)-benzonitrile (0.10 g, 0.038 mmol). To the flask was added 5 mL of dry MTBE. 2N HCl (0.38 mL, 0.76 mmol) was added dropwise at room temperature. After stirring for 1 hour at room temperature, the white precipitate was filtered in vacuo to provide 0.08 g (91%) of HCl salt. 1H NMR (CDCl3) 1.23-2.09 (m, 14H), 2.82 (m, 1H), 3.22 (s, 3H), 7.59 (m, 4H). 13C NMR (75 MHz, C...